This data is from the Open Reaction Database (ORD), a public repository of structured organic reaction records. The task is: describe an organic reaction: reactants, conditions, products, and yield The reactants are CC(C)c1cc(C(C)C)c(-c2ccccc2P(C(C)(C)C)C(C)(C)C)c(C(C)C)c1, CC(=O)[O-], CC(=O)[O-], COc1cc2ncc(F)c(Cl)c2cc1OC, [K+], [K+], [K+], CN(C)C=O, O=C(O)c1cccc2cc(O)ccc12, O=P([O-])([O-])[O-], [Pd+2]. Product: COc1cc2ncc(F)c(Oc3ccc4c(C(=O)O)cccc4c3)c2cc1OC. As a reaction SMILES: [C:31]([P:32]([C:33]([CH3:34])([CH3:35])[CH3:36])[c:37]1[cH:38][cH:39][cH:40][cH:41][c:42]1-[c:43]1[c:44]([CH:45]([CH3:46])[CH3:47])[cH:48][c:49]([CH:50]([CH3:51])[CH3:52])[cH:53][c:54]1[CH:55]([CH3:56])[CH3:57])([CH3:58])([CH3:59])[CH3:60].[C:69]([O-:70])(=[O:71])[CH3:72].[C:74]([O-:75])(=[O:76])[CH3:77].[Cl:1][c:2]1[c:3]([F:16])[cH:4][n:5][c:6]2[cH:7][c:8]([O:14][CH3:15])[c:9]([O:12][CH3:13])[cH:10][c:11]12.[K+:66].[K+:67].[K+:68].[O:78]=[CH:79][N:80]([CH3:81])[CH3:82].[OH:17][c:18]1[cH:19][c:20]2[cH:21][cH:22][cH:23][c:24]([C:28](=[O:29])[OH:30])[c:25]2[cH:26][cH:27]1.[P:61]([O-:62])([O-:63])([O-:64])=[O:65].[Pd+2:73]>>[c:2]1([O:17][c:18]2[cH:19][c:20]3[cH:21][cH:22][cH:23][c:24]([C:28](=[O:29])[OH:30])[c:25]3[cH:26][cH:27]2)[c:3]([F:16])[cH:4][n:5][c:6]2[cH:7][c:8]([O:14][CH3:15])[c:9]([O:12][CH3:13])[cH:10][c:11]12. Starting materials: CN(C=O)C (N,N-dimethylformamide), C(CCC)[Li] (n-Butyllithium), solution, BrC1=CC(=CC=C1)CC (1-bromo-3-ethylbenzene). Run in hexanes, O1CCCC1 (tetrahydrofuran). Run at temperature -78 celsius, time 1 hour. The product is C(C)C=1C=C(C=CC1)CO (3-Ethylphenylmethanol). As a reaction SMILES: C([Li])CCC.Br[C:7]1[CH:12]=[CH:11][CH:10]=[C:9]([CH2:13][CH3:14])[CH:8]=1.CN(C)[CH:17]=[O:18]>O1CCCC1>[CH2:13]([C:9]1[CH:8]=[C:7]([CH2:17][OH:18])[CH:12]=[CH:11][CH:10]=1)[CH3:14]. Procedure: n-Butyllithium (34 ml of a 2.5M solution in hexanes) was added to a solution of 1-bromo-3-ethylbenzene (15 g) in tetrahydrofuran (320 ml) at −78° C. After 1 hour N,N-dimethylformamide (15 ml) was added. The mixture was stirred at −78° C. for 1 hour and allowed to warm to room temperature. The mixture was quenched with aqueous ammonium chloride and partitioned between ethyl acetate and water. The organic phase was dried (MgSO4) and evaporated. The residue was dissolved in methanol (250 ml) and tr... Reactants: CC=1N=C(NC1)CCC(=O)N (3-(4-methyl-1H-imidazol-2-yl)propanamide), CC=1N=C(NC1)CCC(=O)N (3-(4-methyl-1H-imidazol-2-yl)propanamide), O=P12OP3(=O)OP(=O)(O1)OP(=O)(O2)O3 (P2O5). Solvent: C1(=CC=CC=C1)C (toluene). Run at temperature 120 celsius, time 12 hour. Product: CC=1N=C(NC1)CCC#N (3-(4-Methyl-1H-imidazol-2-yl)propanenitrile). As a reaction SMILES: [CH3:1][C:2]1[N:3]=[C:4]([CH2:7][CH2:8][C:9]([NH2:11])=O)[NH:5][CH:6]=1.O=P12OP3(OP(OP(O3)(O1)=O)(=O)O2)=O>C1(C)C=CC=CC=1>[CH3:1][C:2]1[N:3]=[C:4]([CH2:7][CH2:8][C:9]#[N:11])[NH:5][CH:6]=1. Procedure: Into a 250-mL three neck round-bottom flask, which was purged and maintained with an inert atmosphere of nitrogen, were placed a solution of 3-(4-methyl-1H-imidazol-2-yl)propanamide (compound 232.3, 2 g, 13.06 mmol) in toluene (100 mL) and P2O5 (2 g, 14.08 mmol). The reaction mixture was stirred for 12 h at 120° C., then quenched with 100 mL of water. The aqueous phase was extracted with 2×200 mL of ethyl acetate and the combined organic layers were washed with 2×100 mL of sodium carbonate (sat.... The reactants are CN(C(=O)[O-])c1c(N)nc(-c2nn(Cc3ccccc3F)c3ncccc23)nc1N, [H-], CI, [K+], [Na+], [OH-], O. Yields the product COC(=O)N(C)c1c(N)nc(-c2nn(Cc3ccccc3F)c3ncccc23)nc1N. As a reaction SMILES: [CH3:1][N:2]([C:3]([O-:4])=[O:5])[c:6]1[c:7]([NH2:30])[n:8][c:9](-[c:13]2[n:14][n:15]([CH2:22][c:23]3[c:24]([F:29])[cH:25][cH:26][cH:27][cH:28]3)[c:16]3[n:17][cH:18][cH:19][cH:20][c:21]23)[n:10][c:11]1[NH2:12].[H-:31].[I:33][CH3:34].[K+:36].[Na+:32].[OH-:35].[OH2:37]>>[CH3:1][N:2]([C:3](=[O:4])[O:5][CH3:34])[c:6]1[c:7]([NH2:30])[n:8][c:9](-[c:13]2[n:14][n:15]([CH2:22][c:23]3[c:24]([F:29])[cH:25][cH:26][cH:27][cH:28]3)[c:16]3[n:17][cH:18][cH:19][cH:20][c:21]23)[n:10][c:11]1[NH2:12]. The reactants are C(C1=CC=CC=C1)NC([C@H](NC(=O)OC(C)(C)C)COCC1=CC=CC=C1)=O (N-benzyl-O-benzyl-N2-Boc-D-serinamide), ClCCl (dichloromethane), FC(C(=O)O)(F)F (trifluoroacetic acid), [OH-].[Na+] (sodium hydroxide). Solvent: O (water). Reaction conditions: time 2 hour. Yields the product C(C1=CC=CC=C1)NC([C@H](N)COCC1=CC=CC=C1)=O (N-benzyl-O-benzyl-D-serinamide). The yield is 93.0%. As a reaction SMILES: [CH2:1]([NH:8][C:9](=[O:28])[C@@H:10]([CH2:19][O:20][CH2:21][C:22]1[CH:27]=[CH:26][CH:25]=[CH:24][CH:23]=1)[NH:11]C(OC(C)(C)C)=O)[C:2]1[CH:7]=[CH:6][CH:5]=[CH:4][CH:3]=1.ClCCl.FC(F)(F)C(O)=O.[OH-].[Na+]>O>[CH2:1]([NH:8][C:9](=[O:28])[C@@H:10]([CH2:19][O:20][CH2:21][C:22]1[CH:27]=[CH:26][CH:25]=[CH:24][CH:23]=1)[NH2:11])[C:2]1[CH:3]=[CH:4][CH:5]=[CH:6][CH:7]=1 |f:3.4|. Procedure details: To a solution of N-benzyl-O-benzyl-N2-Boc-D-serinamide (16 g) and dichloromethane (80 mL), trifluoroacetic acid (80 mL) was added. The solution was stirred for 2 hours and the reaction was monitored for completion of reaction. The solution was concentrated under vacuum to obtain solid which was dissolved in water. The aqueous solution was basified to pH 8-10 with 5% sodium hydroxide and was extracted with ethyl acetate. The organic layer was separated and washed with a brine solution. The organi... Starting materials: C(C)(=O)OCC1C(C1C(=O)OCC)(C)C (ethyl 3-acetoxymethyl-2,2-dimethylcyclopropanecarboxylate), [OH-].[Na+] (sodium hydroxide), OC[C@@H]1C([C@H]1C(=O)O)(C)C (trans-3-hydroxymethyl-2,2-dimethylcyclopropanecarboxylic acid), solution, C(C)(=O)OCC1C(C1C(=O)OCC)(C)C (ethyl 3-acetoxymethyl-2,2-dimethylcyclopropanecarboxylate), CC1(C2COC(C12)=O)C (6,6-dimethyl-3-oxabicyclo[3.1.0]hexan-2-one), CC[C@H]1C2=C(C[C@H]3N1C(=O)N(C3=O)C4=CC=C(C=C4)F)C5=CC=CC=C5N2 (trans body), OCC1C(C1C(=O)O)(C)C (3-hydroxymethyl-2,2-dimethylcyclopropanecarboxylic acid). The solvent is C1(=CC=CC=C1)C (toluene), O (water), C1(=CC=CC=C1)C (toluene). Reaction conditions: temperature 50 celsius, time 2 hour. The product is CC1([C@H]2COC([C@@H]12)=O)C ((1R, 5S)-6,6-dimethyl-3-oxabicyclo [3.1.0] hexan-2-one). Reaction SMILES: C(OC[CH:6]1[CH:8]([C:9]([O:11][CH2:12]C)=[O:10])[C:7]1([CH3:15])[CH3:14])(=O)C.CC[C@@H]1N2C(N(C3C=CC(F)=CC=3)C(=O)[C@H]2CC2C3C(NC1=2)=CC=CC=3)=O.[OH-].[Na+].OCC1C(C(O)=O)C1(C)C.CC1(C)C2C1COC2=O.OC[C@H]1[C@H](C(O)=O)C1(C)C>C1(C)C=CC=CC=1.O>[CH3:15][C:7]1([CH3:14])[C@H:8]2[C@@H:6]1[CH2:12][O:11][C:9]2=[O:10] |f:2.3|. Procedure: To 13.5 kg of a solution containing 8.53 kg of ethyl 3-acetoxymethyl-2,2-dimethylcyclopropanecarboxylate obtained in Production Example (39.8 mol, cis body/trans body ratio was 83.4/16.6, (1R)-cis body had an optical purity of 93.4% ee), 9.1 kg of water was added and the temperature thereof was raised up to 50° C., then, 24.2 kg of a 28% sodium hydroxide aqueous solution was dropped over a period of 4 hours, and the mixture was thermally kept at the same temperature for 2 hours. It was confirmed...